From a dataset of the Open Reaction Database (ORD), a public repository of structured organic reaction records. describe an organic reaction: reactants, conditions, products, and yield Procedure: To a solution of 2-bromo-6-piperidin-1-ylmethyl-pyridine (example 5) (8.0 g, 31.4 mmol) and 4-formylphenylboronic acid (6.1 g, 40.8 mmol) in toluene/ethanol (4/1, 320 ml) was added an aqueous solution of 2M potassium carbonate. After 15 minutes stirring under a nitrogen atmosphere, tetrakis(triphenylphosphine)palladium(0) (1.2 g, 1.02 mmol) was added. After stirring for 17 h at 80° C. under a nitrogen atmosphere, the mixture was cooled to room temperature and filtered through decalite. Water was... Reaction SMILES: Br[C:2]1[CH:7]=[CH:6][CH:5]=[C:4]([CH2:8][N:9]2[CH2:14][CH2:13][CH2:12][CH2:11][CH2:10]2)[N:3]=1.[CH:15]([C:17]1[CH:22]=[CH:21][C:20](B(O)O)=[CH:19][CH:18]=1)=[O:16].C(=O)([O-])[O-].[K+].[K+]>C1(C)C=CC=CC=1.C(O)C.C1C=CC([P]([Pd]([P](C2C=CC=CC=2)(C2C=CC=CC=2)C2C=CC=CC=2)([P](C2C=CC=CC=2)(C2C=CC=CC=2)C2C=CC=CC=2)[P](C2C=CC=CC=2)(C2C=CC=CC=2)C2C=CC=CC=2)(C2C=CC=CC=2)C2C=CC=CC=2)=CC=1>[N:9]1([CH2:8][C:4]2[N:3]=[C:2]([C:20]3[CH:21]=[CH:22][C:17]([CH:15]=[O:16])=[CH:18][CH:19]=3)[CH:7]=[CH:6][CH:5]=2)[CH2:14][CH2:13][CH2:12][CH2:11][CH2:10]1 |f:2.3.4,5.6,^1:45,47,66,85|. Reaction conditions: time 15 minute. Reactants: BrC1=NC(=CC=C1)CN1CCCCC1 (2-bromo-6-(piperidin-1-ylmethyl)pyridine), C(=O)C1=CC=C(C=C1)B(O)O (4-formylphenylboronic acid), C([O-])([O-])=O.[K+].[K+] (potassium carbonate). The reagents and catalysts are C=1C=CC(=CC1)[P](C=2C=CC=CC2)(C=3C=CC=CC3)[Pd]([P](C=4C=CC=CC4)(C=5C=CC=CC5)C=6C=CC=CC6)([P](C=7C=CC=CC7)(C=8C=CC=CC8)C=9C=CC=CC9)[P](C=1C=CC=CC1)(C=1C=CC=CC1)C=1C=CC=CC1 (tetrakis(triphenylphosphine)palladium(0)). The product is N1(CCCCC1)CC1=CC=CC(=N1)C1=CC=C(C=O)C=C1 (4-(6-(piperidin-1-ylmethyl)pyridin-2-yl)benzaldehyde). Yield: 87.4%. Solvent: C1(=CC=CC=C1)C.C(C)O (toluene ethanol).